Task: describe an organic reaction: reactants, conditions, products, and yield. Dataset: the Open Reaction Database (ORD), a public repository of structured organic reaction records The reactants are [BH4-], Br, CC(C)=O, CCO, Cl, CC(=O)Nc1cccc(C(=O)CN2CCSC2=N)c1, [Na+]. Product: Cl, CC(=O)Nc1cccc(C(O)CN2CCSC2=N)c1. As a reaction SMILES: [BH4-:21].[BrH:1].[CH3:24][C:25](=[O:26])[CH3:27].[CH3:28][CH2:29][OH:30].[ClH:23].[NH:2]=[C:3]1[S:4][CH2:5][CH2:6][N:7]1[CH2:8][C:9](=[O:10])[c:11]1[cH:12][c:13]([NH:14][C:15]([CH3:16])=[O:17])[cH:18][cH:19][cH:20]1.[Na+:22]>>[ClH:23].[NH:2]=[C:3]1[S:4][CH2:5][CH2:6][N:7]1[CH2:8][CH:9]([OH:10])[c:11]1[cH:12][c:13]([NH:14][C:15]([CH3:16])=[O:17])[cH:18][cH:19][cH:20]1.